Dataset: the Open Reaction Database (ORD), a public repository of structured organic reaction records. Task: describe an organic reaction: reactants, conditions, products, and yield Starting materials: COC1=CC=2C(=C3C(C4=CC=CC=C4C3=CC2)C2=CC=C(C=C2)OCCN2CCCCC2)C=C1 (3-methoxy-11-[4-(2-piperidin-1-ylethoxy)phenyl]-11H-benzo[a]fluorene), [Cl-].[Al+3].[Cl-].[Cl-] (aluminum chloride), C(C)S (ethanethiol). Solvent: ClCCCl (1,2-dichloroethane). Run at temperature 0 celsius, time 2.5 hour. Yields the product OC1=CC=2C(=C3C(C4=CC=CC=C4C3=CC2)C2=CC=C(C=C2)OCCN2CCCCC2)C=C1 (3-hydroxy-11-[4-(2-piperidin-1-ylethoxy)phenyl]-11H-benzo[a]fluorene). As a reaction SMILES: C[O:2][C:3]1[CH:34]=[CH:33][C:6]2=[C:7]3[C:15](=[CH:16][CH:17]=[C:5]2[CH:4]=1)[C:14]1[C:9](=[CH:10][CH:11]=[CH:12][CH:13]=1)[CH:8]3[C:18]1[CH:23]=[CH:22][C:21]([O:24][CH2:25][CH2:26][N:27]2[CH2:32][CH2:31][CH2:30][CH2:29][CH2:28]2)=[CH:20][CH:19]=1.[Cl-].[Al+3].[Cl-].[Cl-].C(S)C>ClCCCl>[OH:2][C:3]1[CH:34]=[CH:33][C:6]2=[C:7]3[C:15](=[CH:16][CH:17]=[C:5]2[CH:4]=1)[C:14]1[C:9](=[CH:10][CH:11]=[CH:12][CH:13]=1)[CH:8]3[C:18]1[CH:23]=[CH:22][C:21]([O:24][CH2:25][CH2:26][N:27]2[CH2:32][CH2:31][CH2:30][CH2:29][CH2:28]2)=[CH:20][CH:19]=1 |f:1.2.3.4|. Procedure: Two g of the compound of Example 12 was added to a suspension of 4.2 g of aluminum chloride and 2.8 g of ethanethiol in 50 ml of 1,2-dichloroethane at 0° C. The mixture was stirred for 2.5 hours at 0° C., and then worked up by the procedure used in Example 13. Thereby there was obtained 2.0 g of crystalline product. The product was recrystallized from acetone to obtain 1.71 g of the desired product, m.p. 216°-217° C. The reactants are C1CCNCC1, CS(=O)(=O)OCCC(NC(=O)C1SCCN1S(=O)(=O)c1ccc(-c2ccccc2)cc1)c1ccccc1. The product is O=C(NC(CCN1CCCCC1)c1ccccc1)C1SCCN1S(=O)(=O)c1ccc(-c2ccccc2)cc1. RXN SMILES: [CH2:38]1[CH2:39][CH2:40][NH:41][CH2:42][CH2:43]1.[CH3:1][S:2]([O:3][CH2:6][CH2:7][CH:8]([c:9]1[cH:10][cH:11][cH:12][cH:13][cH:14]1)[NH:15][C:16](=[O:17])[CH:18]1[S:19][CH2:20][CH2:21][N:22]1[S:23](=[O:24])(=[O:25])[c:26]1[cH:27][cH:28][c:29](-[c:32]2[cH:33][cH:34][cH:35][cH:36][cH:37]2)[cH:30][cH:31]1)(=[O:4])=[O:5]>>[CH2:6]([CH2:7][CH:8]([c:9]1[cH:10][cH:11][cH:12][cH:13][cH:14]1)[NH:15][C:16](=[O:17])[CH:18]1[S:19][CH2:20][CH2:21][N:22]1[S:23](=[O:24])(=[O:25])[c:26]1[cH:27][cH:28][c:29](-[c:32]2[cH:33][cH:34][cH:35][cH:36][cH:37]2)[cH:30][cH:31]1)[N:41]1[CH2:40][CH2:39][CH2:38][CH2:43][CH2:42]1. Starting materials: ClC=1C=CC(=NC1F)C1=NN(C2=CN=C(C=C21)C=2C=NC=CC2)COCC[Si](C)(C)C (3-(5-chloro-6-fluoropyridin-2-yl)-5-(pyridin-3-yl)-1-((2-(trimethylsilyl)ethoxy)methyl)-1H-pyrazolo[3,4-c]pyridine), CB(O)O (methyl boronic acid), C(C)(=O)[O-].[K+] (Potassium acetate), O (Water), O (Water), CB(O)O (Methyl boronic acid). Reagents/catalysts: C1=CC=C(C=C1)P([C-]2C=CC=C2)C3=CC=CC=C3.C1=CC=C(C=C1)P([C-]2C=CC=C2)C3=CC=CC=C3.Cl[Pd]Cl.[Fe+2] (1,1′-Bis(diphenylphosphino)ferrocenepalladium (II) chloride). The solvent is C(C)#N (Acetonitrile), C([O-])([O-])=O.[Na+].[Na+] (Sodium carbonate). Conditions: temperature 150 celsius. Yields the product FC1=C(C=CC(=N1)C1=NN(C2=CN=C(C=C21)C=2C=NC=CC2)COCC[Si](C)(C)C)C (3-(6-fluoro-5-methylpyridin-2-yl)-5-(pyridin-3-yl)-1-((2-(trimethylsilyl)ethoxy)methyl)-1H-pyrazolo[3,4-c]pyridine). Isolated yield 84.3%. Reaction SMILES: Cl[C:2]1[CH:3]=[CH:4][C:5]([C:9]2[C:17]3[C:12](=[CH:13][N:14]=[C:15]([C:18]4[CH:19]=[N:20][CH:21]=[CH:22][CH:23]=4)[CH:16]=3)[N:11]([CH2:24][O:25][CH2:26][CH2:27][Si:28]([CH3:31])([CH3:30])[CH3:29])[N:10]=2)=[N:6][C:7]=1[F:8].[CH3:32]B(O)O.C([O-])(=O)C.[K+].O>C(=O)([O-])[O-].[Na+].[Na+].C1C=CC(P(C2C=CC=CC=2)[C-]2C=CC=C2)=CC=1.C1C=CC(P(C2C=CC=CC=2)[C-]2C=CC=C2)=CC=1.Cl[Pd]Cl.[Fe+2].C(#N)C>[F:8][C:7]1[N:6]=[C:5]([C:9]2[C:17]3[C:12](=[CH:13][N:14]=[C:15]([C:18]4[CH:19]=[N:20][CH:21]=[CH:22][CH:23]=4)[CH:16]=3)[N:11]([CH2:24][O:25][CH2:26][CH2:27][Si:28]([CH3:31])([CH3:30])[CH3:29])[N:10]=2)[CH:4]=[CH:3][C:2]=1[CH3:32] |f:2.3,5.6.7,8.9.10.11|. Procedure details: A microwave reaction vial was charged with 3-(5-chloro-6-fluoropyridin-2-yl)-5-(pyridin-3-yl)-1-((2-(trimethylsilyl)ethoxy)methyl)-1H-pyrazolo[3,4-c]pyridine (387.1 mg, 0.8489 mmol), methyl boronic acid (254.1 mg, 4.245 mmol), 1,1′-Bis(diphenylphosphino)ferrocenepalladium (II) chloride (69.3 mg, 0.085 mmol), 1.00 M of Potassium acetate in Water (1.27 mL, 1.27 mmol), 1.00 M of Sodium carbonate in Water (1.27 mL, 1.27 mmol), and Acetonitrile (10 mL). The reaction mixture was heated under microwave... Starting materials: CCOC(=O)c1noc2cc(OCc3ccccc3)ccc12, C1CCOC1, CCOC(C)=O, Cc1ccccc1, [Cl-], Nc1cccc(C(F)(F)F)c1, [NH4+]. Product: O=C(Nc1cccc(C(F)(F)F)c1)c1noc2cc(OCc3ccccc3)ccc12. Reaction SMILES: [CH2:12]([O:14][C:15](=[O:13])[c:17]1[n:18][o:19][c:20]2[c:21]1[cH:22][cH:23][c:24]([O:26][CH2:27][c:28]1[cH:29][cH:30][cH:31][cH:32][cH:33]1)[cH:25]2)[CH3:16].[CH2:49]1[O:50][CH2:51][CH2:52][CH2:53]1.[CH3:36][CH2:37][O:38][C:39]([CH3:40])=[O:41].[CH3:42][c:43]1[cH:44][cH:45][cH:46][cH:47][cH:48]1.[Cl-:34].[F:1][C:2]([c:3]1[cH:4][c:5]([NH2:6])[cH:7][cH:8][cH:9]1)([F:10])[F:11].[NH4+:35]>>[F:1][C:2]([c:3]1[cH:4][c:5]([NH:6][C:15](=[O:14])[c:17]2[n:18][o:19][c:20]3[c:21]2[cH:22][cH:23][c:24]([O:26][CH2:27][c:28]2[cH:29][cH:30][cH:31][cH:32][cH:33]2)[cH:25]3)[cH:7][cH:8][cH:9]1)([F:10])[F:11]. The reactants are Nc1cc(Cl)cc(OCc2ccc(Br)cc2)c1, CCCc1ccc2c(Cl)ccnc2n1. The product is CCCc1ccc2c(Nc3cc(Cl)cc(OCc4ccc(Br)cc4)c3)ccnc2n1. Reaction SMILES: [Br:15][c:16]1[cH:17][cH:18][c:19]([CH2:20][O:21][c:22]2[cH:23][c:24]([NH2:29])[cH:25][c:26]([Cl:28])[cH:27]2)[cH:30][cH:31]1.[Cl:1][c:2]1[c:3]2[cH:4][cH:5][c:6]([CH2:12][CH2:13][CH3:14])[n:7][c:8]2[n:9][cH:10][cH:11]1>>[c:2]1([NH:29][c:24]2[cH:23][c:22]([O:21][CH2:20][c:19]3[cH:18][cH:17][c:16]([Br:15])[cH:31][cH:30]3)[cH:27][c:26]([Cl:28])[cH:25]2)[c:3]2[cH:4][cH:5][c:6]([CH2:12][CH2:13][CH3:14])[n:7][c:8]2[n:9][cH:10][cH:11]1.